From a dataset of the Open Reaction Database (ORD), a public repository of structured organic reaction records. describe an organic reaction: reactants, conditions, products, and yield Starting materials: BrC=1C=C(O[C@@H](C)C2=CC=C(C(=O)NCC=3C(=NC(=CC3C)C)O)C=C2)C=CC1 ((S)-4-(1-(3-bromophenoxy)ethyl)-N-((2-hydroxy-4,6-dimethylpyridin-3-yl)methyl)benzamide), CC1(OB(OC1(C)C)C=1C=NC(=NC1)N)C (5-(4,4,5,5-tetramethyl-1,3,2-dioxaborolan-2-yl)pyrimidin-2-amine), C([O-])([O-])=O.[Na+].[Na+] (sodium carbonate). Reagents/catalysts: [Pd].C1(=CC=CC=C1)P(C1=CC=CC=C1)C1=CC=CC=C1.C1(=CC=CC=C1)P(C1=CC=CC=C1)C1=CC=CC=C1.C1(=CC=CC=C1)P(C1=CC=CC=C1)C1=CC=CC=C1.C1(=CC=CC=C1)P(C1=CC=CC=C1)C1=CC=CC=C1 (tetrakis(triphenylphosphine) palladium(0)). Run in O1CCOCC1 (1,4-dioxane), O (water), O (water). Reaction conditions: temperature 90 celsius, time 12 hour. Yields the product NC1=NC=C(C=N1)C=1C=C(O[C@@H](C)C2=CC=C(C(=O)NCC=3C(=NC(=CC3C)C)O)C=C2)C=CC1 ((S)-4-(1-(3-(2-aminopyrimidin-5-yl)phenoxy)ethyl)-N-((2-hydroxy-4,6-dimethylpyridin-3-yl)methyl)benzamide). Isolated yield 58.1%. RXN SMILES: Br[C:2]1[CH:3]=[C:4]([CH:27]=[CH:28][CH:29]=1)[O:5][C@H:6]([C:8]1[CH:26]=[CH:25][C:11]([C:12]([NH:14][CH2:15][C:16]2[C:17]([OH:24])=[N:18][C:19]([CH3:23])=[CH:20][C:21]=2[CH3:22])=[O:13])=[CH:10][CH:9]=1)[CH3:7].CC1(C)C(C)(C)OB([C:38]2[CH:39]=[N:40][C:41]([NH2:44])=[N:42][CH:43]=2)O1.C(=O)([O-])[O-].[Na+].[Na+]>O1CCOCC1.O.[Pd].C1(P(C2C=CC=CC=2)C2C=CC=CC=2)C=CC=CC=1.C1(P(C2C=CC=CC=2)C2C=CC=CC=2)C=CC=CC=1.C1(P(C2C=CC=CC=2)C2C=CC=CC=2)C=CC=CC=1.C1(P(C2C=CC=CC=2)C2C=CC=CC=2)C=CC=CC=1>[NH2:44][C:41]1[N:42]=[CH:43][C:38]([C:2]2[CH:3]=[C:4]([CH:27]=[CH:28][CH:29]=2)[O:5][C@H:6]([C:8]2[CH:26]=[CH:25][C:11]([C:12]([NH:14][CH2:15][C:16]3[C:17]([OH:24])=[N:18][C:19]([CH3:23])=[CH:20][C:21]=3[CH3:22])=[O:13])=[CH:10][CH:9]=2)[CH3:7])=[CH:39][N:40]=1 |f:2.3.4,7.8.9.10.11|. Procedure details: To a solution of (S)-4-(1-(3-bromophenoxy)ethyl)-N-((2-hydroxy-4,6-dimethylpyridin-3-yl)methyl)benzamide (0.20 g, 0.44 mmol), 5-(4,4,5,5-tetramethyl-1,3,2-dioxaborolan-2-yl)pyrimidin-2-amine (0.13 g, 0.59 mmol), tetrakis(triphenylphosphine) palladium(0) (0.05 g, 0.04 mmol) in 1,4-dioxane (10 mL) and water (1.0 mL) was added sodium carbonate (0.14 g, 1.0 mmol). The reaction mixture was stirred at 90° C. for 12 hours. After the reaction, the reaction mixture was poured to the water (100 mL) and th... The product is N1(CCC1)C(=O)C1=CC=C(C=C1)O (4-(Azetidin-1-ylcarbonyl)phenol). Starting materials: N1CCC1 (azetidine), 1,1-Carbonyldiimidazole, OC1=CC=C(C(=O)O)C=C1 (4-Hydroxybenzoic acid), N1CCC1 (azetidine). Solvent: C(C)#N (acetonitrile), C(C)#N (acetonitrile). Procedure details: 1,1-Carbonyldiimidazole (95.57 mmol; 16.57 g) was charged to a 250 mL round bottomed flask purged with nitrogen, acetonitrile (72 mL) was added, to form a mobile white slurry. 4-Hydroxybenzoic acid (86.88 mol; 12.00 g) was added in portions over 30 minutes to give clear yellow solution, which then became a slurry after approximately 15 minutes. The slurry was heated to 50° C. and azetidine (104.25 mol; 5.95 g) in acetonitrile (10 mL) was added drop wise over 10 minutes. Further azetidine (17.38 ... The yield is 0.1%. Conditions: temperature 50 celsius. RXN SMILES: [OH:1][C:2]1[CH:10]=[CH:9][C:5]([C:6]([OH:8])=O)=[CH:4][CH:3]=1.[NH:11]1[CH2:14][CH2:13][CH2:12]1>C(#N)C>[N:11]1([C:6]([C:5]2[CH:4]=[CH:3][C:2]([OH:1])=[CH:10][CH:9]=2)=[O:8])[CH2:14][CH2:13][CH2:12]1. Starting materials: FC1=CC(=C(C=C1)S(=O)(=O)NC1=CC=C2C3=C(COC2=C1C(=O)OC)OC=C3)\C=C/CN3CCCC3 (methyl 7-{4-fluoro-2-[(Z)-3-(pyrrolidin-1-yl)prop-1-enyl]benzenesulfonylamino}-4H-furo[2,3-c]chromene-6-carboxylate), BrC1=C(C=CC(=C1)F)S(=O)(=O)NC1=CC=C2C3=C(COC2=C1C(=O)OC)OC=C3F (methyl 7-(2-bromo-4-fluorobenzenesulfonylamino)-1-fluoro-4H-furo[2,3-c]chromene-6-carboxylate), BrC1=C(C=CC(=C1)F)S(=O)(=O)NC1=CC=C2C3=C(COC2=C1C(=O)OC)OC=C3F (methyl 7-(2-bromo-4-fluorobenzenesulfonylamino)-1-fluoro-4H-furo[2,3-c]chromene-6-carboxylate), C(C)N(C\C=C/[Sn](CCCC)(CCCC)CCCC)CC (N,N-diethyl-N-((Z)-1-tributylstannanylprop-1-en-3-yl)-amine), C(C)N(C\C=C/[Sn](CCCC)(CCCC)CCCC)CC (N,N-diethyl-N-((Z)-1-tributylstannanylprop-1-en-3-yl)-amine). The product is C(C)N(C\C=C/C1=C(C=CC(=C1)F)S(=O)(=O)NC1=CC=C2C3=C(COC2=C1C(=O)OC)OC=C3F)CC (Methyl 7-[2-((Z)-3-diethylaminoprop-1-enyl)-4-fluorobenzenesulfonylamino]-1-fluoro-4H-furo[2,3-c]chromene-6-carboxylate). RXN SMILES: [F:1][C:2]1[CH:7]=[CH:6][C:5]([S:8]([NH:11][C:12]2[C:21]([C:22]([O:24][CH3:25])=[O:23])=[C:20]3[C:15]([C:16]4[CH:28]=[CH:27][O:26][C:17]=4[CH2:18][O:19]3)=[CH:14][CH:13]=2)(=[O:10])=[O:9])=[C:4](/[CH:29]=[CH:30]\[CH2:31][N:32]2[CH2:36][CH2:35][CH2:34][CH2:33]2)[CH:3]=1.C(N(CC)C/C=C\[Sn](CCCC)(CCCC)CCCC)C.BrC1C=C([F:65])C=CC=1S(NC1C(C(OC)=O)=C2C(C3C(F)=COC=3CO2)=CC=1)(=O)=O>>[CH2:36]([N:32]([CH2:33][CH3:34])[CH2:31]/[CH:30]=[CH:29]\[C:4]1[CH:3]=[C:2]([F:1])[CH:7]=[CH:6][C:5]=1[S:8]([NH:11][C:12]1[C:21]([C:22]([O:24][CH3:25])=[O:23])=[C:20]2[C:15]([C:16]3[C:28]([F:65])=[CH:27][O:26][C:17]=3[CH2:18][O:19]2)=[CH:14][CH:13]=1)(=[O:9])=[O:10])[CH3:35]. Reported procedure: Prepared by proceeding in a similar manner to Intermediate 53, starting from N,N-diethyl-N-((Z)-1-tributylstannanylprop-1-en-3-yl)-amine (Intermediate 3) and methyl 7-(2-bromo-4-fluorobenzenesulfonylamino)-1-fluoro-4H-furo[2,3-c]chromene-6-carboxylate (Intermediate 97). Starting materials: C(C1=CC=CO1)S (furfuryl mercaptan), Br.CN1CCC=2C(CC1)=CC(C(C2)=O)=O (3-methyl-2,3,4,5-tetrahydro-1H-3-benzazepine-7,8-dione hydrobromide). Run in CO (methanol). Product: OC1=C(C2=C(CCN(CC2)C)C=C1O)SCC1=CC=CO1 (7,8-dihydroxy-6-furfurylthio-3-methyl-2,3,4,5-tetrahydro-1H-3-benzazepine). Reaction SMILES: [CH2:1]([SH:7])[C:2]1[O:6][CH:5]=[CH:4][CH:3]=1.Br.[CH3:9][N:10]1[CH2:16][CH2:15][C:14]2=[CH:17][C:18](=[O:22])[C:19](=[O:21])[CH:20]=[C:13]2[CH2:12][CH2:11]1>CO>[OH:22][C:18]1[C:19]([OH:21])=[CH:20][C:13]2[CH2:12][CH2:11][N:10]([CH3:9])[CH2:16][CH2:15][C:14]=2[C:17]=1[S:7][CH2:1][C:2]1[O:6][CH:5]=[CH:4][CH:3]=1 |f:1.2|. Procedure: Following the procedures outlined in Example 17, 0.9 g. (0.0075 mole) of furfuryl mercaptan and 2 g. (0.0073 mole) of 3-methyl-2,3,4,5-tetrahydro-1H-3-benzazepine-7,8-dione hydrobromide were reacted in 200 ml. of methanol to yield 7,8-dihydroxy-6-furfurylthio-3-methyl-2,3,4,5-tetrahydro-1H-3-benzazepine, free base m.p. 162°-165° C.